Dataset: the Open Reaction Database (ORD), a public repository of structured organic reaction records. Task: describe an organic reaction: reactants, conditions, products, and yield The reactants are CCOCC, ClCCl, Cl, CC12C=CC(=O)C=C1C(F)CC1C3CC4CNCC4(C(=O)CF)C3(C)CC(O)C12F, Fc1ccc(CBr)cc1, [Na+], O=C([O-])O. Product: CC12C=CC(=O)C=C1C(F)CC1C3CC4CN(Cc5ccc(F)cc5)CC4(C(=O)CF)C3(C)CC(O)C12F. RXN SMILES: [CH3:49][CH2:50][O:51][CH2:52][CH3:53].[Cl:46][CH2:47][Cl:48].[ClH:1].[F:2][C:3]12[CH:4]([OH:31])[CH2:5][C:6]3([CH3:30])[CH:7]([CH:8]1[CH2:9][CH:10]([F:19])[C:11]1=[CH:12][C:13](=[O:18])[CH:14]=[CH:15][C:16]21[CH3:17])[CH2:20][CH:21]1[CH2:22][NH:23][CH2:24][C:25]31[C:26]([CH2:27][F:28])=[O:29].[F:32][c:33]1[cH:34][cH:35][c:36]([CH2:37][Br:38])[cH:39][cH:40]1.[Na+:45].[O-:41][C:42]([OH:43])=[O:44]>>[F:2][C:3]12[CH:4]([OH:31])[CH2:5][C:6]3([CH3:30])[CH:7]([CH:8]1[CH2:9][CH:10]([F:19])[C:11]1=[CH:12][C:13](=[O:18])[CH:14]=[CH:15][C:16]21[CH3:17])[CH2:20][CH:21]1[CH2:22][N:23]([CH2:37][c:36]2[cH:35][cH:34][c:33]([F:32])[cH:40][cH:39]2)[CH2:24][C:25]31[C:26]([CH2:27][F:28])=[O:29].